From a dataset of the Open Reaction Database (ORD), a public repository of structured organic reaction records. describe an organic reaction: reactants, conditions, products, and yield RXN SMILES: Cl[C:2]1[CH:3]=[C:4]2[C:9](=[CH:10][CH:11]=1)[N:8](C(=O)C)[C:7](=[O:15])[CH2:6][CH2:5]2.C([O:18][C:19]([NH:21][NH2:22])=[S:20])C.[C:23](#N)[CH3:24]>>[O:20]=[C:19]1[NH:21][N:22]=[C:24]([C:2]2[CH:3]=[C:4]3[C:9](=[CH:10][CH:11]=2)[NH:8][C:7](=[O:15])[CH2:6][CH2:5]3)[CH2:23][S:18]1. Reported procedure: To a solution of acetonitrile (100 ml) were added 6-chloro-acetyl-3,4-dihydro-2(1H)-quinolinone (6.7 g) and ethoxythiocarbonylhydrazine (5.4 g) and the mixture was stirred for 2 hours, cooled and then filtered off. The filtrate was recrystallized from dimethylformamide (30 ml) and water (10 ml) to obtain pale yellow 6-(3,6-dihydro-2-oxo-2H-1,3,4-thiadiazin-5-yl)-3,4-dihydro-2(1H)-quinolinone (5.2 g), melting at 271°-272° C. (decomposition). Conditions: time 2 hour. The product is O=C1SCC(=NN1)C=1C=C2CCC(NC2=CC1)=O (6-(3,6-dihydro-2-oxo-2H-1,3,4-thiadiazin-5-yl)-3,4-dihydro-2(1H)-quinolinone). The reactants are ClC=1C=C2CCC(N(C2=CC1)C(C)=O)=O (6-chloro-acetyl-3,4-dihydro-2(1H)-quinolinone), C(C)OC(=S)NN (ethoxythiocarbonylhydrazine), C(C)#N (acetonitrile). Starting materials: [H][H] (hydrogen), CC([C@H](C(NCC(F)(F)F)=O)NC(OCC1=CC=CC=C1)=O)C ((R)-benzyl (3-methyl-1-oxo-1-((2,2,2-trifluoroethyl)amino)-butan-2-yl)carbamate), [H][H] (hydrogen). The reagents and catalysts are [Pd] (Pd/C), [Pd] (Pd/C). Run in CCOC(=O)C (EtOAc), CCO (EtOH). Run at time 6 hour. Product: N[C@@H](C(=O)NCC(F)(F)F)C(C)C ((R)-2-Amino-3-methyl-N-(2,2,2-trifluoroethyl)butanamide). Yield: 65.0%. RXN SMILES: [CH3:1][CH:2]([CH3:23])[C@@H:3]([NH:12]C(=O)OCC1C=CC=CC=1)[C:4](=[O:11])[NH:5][CH2:6][C:7]([F:10])([F:9])[F:8].[H][H]>CCOC(C)=O.CCO.[Pd]>[NH2:12][C@H:3]([CH:2]([CH3:23])[CH3:1])[C:4]([NH:5][CH2:6][C:7]([F:8])([F:9])[F:10])=[O:11]. Procedure: A Parr shaker flask charged with (R)-benzyl (3-methyl-1-oxo-1-((2,2,2-trifluoroethyl)amino)-butan-2-yl)carbamate (4.95 g, 14.9 mmol) in 100 mL of EtOAc and 25 mL of EtOH was treated with 175 mg of 10% Pd/C. The mixture was placed under 40 psi of hydrogen and shaken for 6 h. An additional 65 mg of 10% Pd/C was added to the reaction mixture which was then placed under 40 psi of hydrogen and shaken for 3.5 h. The reaction solution was then filtered through a pad of celite, concentrated in vacuo and... RXN SMILES: [C:1]([CH3:2])([CH3:3])([CH3:4])[O:5][C:6](=[O:7])[N:8]1[CH:9]([CH2:12][O:13][c:14]2[cH:15][c:16]([CH:20]3[CH:21]([CH2:23][OH:24])[CH2:22]3)[cH:17][n:18][cH:19]2)[CH2:10][CH2:11]1.[Cl:36][CH2:37][Cl:38].[Na+:29].[Na+:34].[Na+:35].[O-:25][C:26]([OH:27])=[O:28].[S:30]([O-:31])([O-:32])=[O:33]>>[C:1]([CH3:2])([CH3:3])([CH3:4])[O:5][C:6](=[O:7])[N:8]1[CH:9]([CH2:12][O:13][c:14]2[cH:15][c:16]([CH:20]3[CH:21]([CH:23]=[CH2:26])[CH2:22]3)[cH:17][n:18][cH:19]2)[CH2:10][CH2:11]1. Starting materials: CC(C)(C)OC(=O)N1CCC1COc1cncc(C2CC2CO)c1, ClCCl, [Na+], [Na+], [Na+], O=C([O-])O, O=S([O-])[O-]. Yields the product C=CC1CC1c1cncc(OCC2CCN2C(=O)OC(C)(C)C)c1. Reactants: C1CCOC1, CC(C)(O)C1CCC2(CC1)OCCO2. Product: C=C(C)C1CCC2(CC1)OCCO2. Reaction SMILES: [CH2:15]1[O:16][CH2:17][CH2:18][CH2:19]1.[O:1]1[CH2:2][CH2:3][O:4][C:5]12[CH2:6][CH2:7][CH:8]([C:11]([CH3:12])([CH3:13])[OH:14])[CH2:9][CH2:10]2>>[O:1]1[CH2:2][CH2:3][O:4][C:5]12[CH2:6][CH2:7][CH:8]([C:11](=[CH2:12])[CH3:13])[CH2:9][CH2:10]2. The reactants are O (water), Cl.Cl.Cl.Cl.FC1=CC=C(C=C1)C(CN1CCN(CC1)CCCCC1=CC=CC2=CC=CC=C12)N1CCNCC1 (1-[2-(4-Fluorophenyl)-2-piperazinoethyl]-4-(4-naphthalen-1-yl-butyl)piperazine tetrahydrochloride), [H-].[Na+] (sodium hydride), BrC(C)C (2-bromopropane). Run in CN(C=O)C (dimethylformamide), CN(C=O)C (dimethylformamide). Reaction conditions: time 10 minute. The product is FC1=CC=C(C=C1)C(CN1CCN(CC1)CCCCC1=CC=CC2=CC=CC=C12)N1CCN(CC1)C(C)C (1-[2-(4-fluorophenyl)-2-(4-isopropylpiperazino)ethyl]-4-(4-naphthalen-1-yl-butyl)piperazine). Yield: 78.1%. Reaction SMILES: Cl.Cl.Cl.Cl.[F:5][C:6]1[CH:11]=[CH:10][C:9]([CH:12]([N:34]2[CH2:39][CH2:38][NH:37][CH2:36][CH2:35]2)[CH2:13][N:14]2[CH2:19][CH2:18][N:17]([CH2:20][CH2:21][CH2:22][CH2:23][C:24]3[C:33]4[C:28](=[CH:29][CH:30]=[CH:31][CH:32]=4)[CH:27]=[CH:26][CH:25]=3)[CH2:16][CH2:15]2)=[CH:8][CH:7]=1.[H-].[Na+].Br[CH:43]([CH3:45])[CH3:44].O>CN(C)C=O>[F:5][C:6]1[CH:11]=[CH:10][C:9]([CH:12]([N:34]2[CH2:39][CH2:38][N:37]([CH:43]([CH3:45])[CH3:44])[CH2:36][CH2:35]2)[CH2:13][N:14]2[CH2:19][CH2:18][N:17]([CH2:20][CH2:21][CH2:22][CH2:23][C:24]3[C:33]4[C:28](=[CH:29][CH:30]=[CH:31][CH:32]=4)[CH:27]=[CH:26][CH:25]=3)[CH2:16][CH2:15]2)=[CH:8][CH:7]=1 |f:0.1.2.3.4,5.6|. Procedure details: 0.2 g of 1-[2-(4-Fluorophenyl)-2-piperazinoethyl]-4-(4-naphthalen-1-yl-butyl)piperazine tetrahydrochloride was dissolved in 0.7 ml of dimethylformamide, and 74 mg of 60% sodium hydride in oil was added with ice-cooling. The temperature was elevated to room temperature, followed by stirring for 10 minutes. To the reaction solution was added a 0.3 ml of dimethylformamide solution of 0.2 g of 2-bromopropane, followed by stirring overnight. The reaction solution was poured to water and, after extrac... Starting materials: S1C(=CC2=C1C=CC=C2)S(=O)(=O)Cl (1-benzothiophene-2-sulfonyl chloride), NC=1C=C(C(=O)O)C=CC1 (3-aminobenzoic acid). Yields the product S1C(=CC2=C1C=CC=C2)S(=O)(=O)NC=2C=C(C(=O)O)C=CC2 (3-[(1-Benzothien-2-ylsulfonyl)amino]benzoic acid). Isolated yield 41.0%. As a reaction SMILES: [S:1]1[C:5]2[CH:6]=[CH:7][CH:8]=[CH:9][C:4]=2[CH:3]=[C:2]1[S:10](Cl)(=[O:12])=[O:11].[NH2:14][C:15]1[CH:16]=[C:17]([CH:21]=[CH:22][CH:23]=1)[C:18]([OH:20])=[O:19]>>[S:1]1[C:5]2[CH:6]=[CH:7][CH:8]=[CH:9][C:4]=2[CH:3]=[C:2]1[S:10]([NH:14][C:15]1[CH:16]=[C:17]([CH:21]=[CH:22][CH:23]=1)[C:18]([OH:20])=[O:19])(=[O:12])=[O:11]. Procedure: The product was prepared according to General Procedure 1, described in Example 1, with 1-benzothiophene-2-sulfonyl chloride (12.8 mg, 0.055 mmol) and 3-aminobenzoic acid (6.9 mg, 0.050 mmol). The title compound was obtained in 41% yield (8.9 mg). MS (ESI+) calcd mass for C15H11NO4S2 333.012949, found 333.014269.